This data is from the Open Reaction Database (ORD), a public repository of structured organic reaction records. The task is: describe an organic reaction: reactants, conditions, products, and yield Product: FC1=C(C=CC=C1)C=CC(=O)N[C@@H](CC(C)C)C(=O)O (N-[3-(2-Fluorophenyl)acryloyl]-L-Leucine). The solvent is CO (methanol). The reactants are FC1=C(C=CC=C1)C=CC(=O)N[C@@H](CC(C)C)C(=O)OC (Methyl N-[3-(2-Fluorophenyl)acryloyl]-L-Leucinate), [OH-].[Na+] (sodium hydroxide). As a reaction SMILES: [F:1][C:2]1[CH:7]=[CH:6][CH:5]=[CH:4][C:3]=1[CH:8]=[CH:9][C:10]([NH:12][C@H:13]([C:18]([O:20]C)=[O:19])[CH2:14][CH:15]([CH3:17])[CH3:16])=[O:11].[OH-].[Na+]>CO>[F:1][C:2]1[CH:7]=[CH:6][CH:5]=[CH:4][C:3]=1[CH:8]=[CH:9][C:10]([NH:12][C@H:13]([C:18]([OH:20])=[O:19])[CH2:14][CH:15]([CH3:16])[CH3:17])=[O:11] |f:1.2|. Procedure details: The same procedures as in Example 64 were carried out from the compound obtained in Example 53 (4.0 g), 1 mol/L of an aqueous sodium hydroxide solution (21 mL), and methanol (200 mL), to give the captioned compound (3.6 g, 93%) as an amorphous solid product. Isolated yield 94.5%.